From a dataset of the Open Reaction Database (ORD), a public repository of structured organic reaction records. describe an organic reaction: reactants, conditions, products, and yield Starting materials: [BH4-].[Na+] (NaBH4), COC1=CC=C2NC=C(CCN)C2=C1 (5-methoxytryptamine), FC(CCOC=1C=C(C=O)C=CC1)(F)F (3-trifluoropropoxybenzaldehyde), FC1=C2C=CN(C2=CC(=C1OC)F)C (4,6-Difluoro-5-methoxy-1-methyl-1H-indole). Solvent: CCO (EtOH). Product: COC=1C=C2C(=CNC2=CC1)CCNCC1=CC(=CC=C1)OCCC(F)(F)F (N-(2-(5-Methoxy-1H-indol-3-yl)-ethyl)-(3-(3,3,3-trifluoropropoxy)benzyl)amine). Reaction SMILES: [CH3:1][O:2][C:3]1[CH:14]=[C:13]2[C:6]([NH:7][CH:8]=[C:9]2[CH2:10][CH2:11][NH2:12])=[CH:5][CH:4]=1.[F:15][C:16]([F:29])([F:28])[CH2:17][CH2:18][O:19][C:20]1[CH:21]=[C:22]([CH:25]=[CH:26][CH:27]=1)[CH:23]=O.FC1C(OC)=C(F)C=C2C=1C=CN2C.[BH4-].[Na+]>CCO>[CH3:1][O:2][C:3]1[CH:14]=[C:13]2[C:6](=[CH:5][CH:4]=1)[NH:7][CH:8]=[C:9]2[CH2:10][CH2:11][NH:12][CH2:23][C:22]1[CH:25]=[CH:26][CH:27]=[C:20]([O:19][CH2:18][CH2:17][C:16]([F:15])([F:29])[F:28])[CH:21]=1 |f:3.4|. Reported procedure: Combine 350 mg (1.8 mmol) 5-methoxytryptamine, 401 mg 3-trifluoropropoxybenzaldehyde (1.8 mmol) and 4 g 4 A molecular sieves in 35 mL EtOH and reflux overnight. Decant the liquid into a separate flask and treat with 209 mg (5.5 mmol) NaBH4. Stir the reaction at ambient temperature for 1 hour. Concentrate under vacuum, and partition between 50 mL 1 N NaOH and 25 mL dichloromethane. Extract the aqueous layer with 25 ml dichloromethane and combine the organic layers and concentrate to dryness. Puri... The reactants are CN1N=CC(=C1)C1=CN(C=2N=CN=C(C21)N2CCC(CC2)NC(C2=CC=CC=C2)=O)S(=O)(=O)C2=CC=CC=C2 (N-{1-[5-(1-methyl-1H-pyrazol-4-yl)-7-(phenylsulfonyl)-7H-pyrrolo[2,3-d]pyrimidin-4-yl]-4-piperidinyl}benzamide), C([O-])([O-])=O.[Cs+].[Cs+] (cesium carbonate), O (water), CCOC(=O)C (EtOAc). Solvent: CO (MeOH), C1CCOC1 (THF). The product is CN1N=CC(=C1)C1=CN=C2NC=NC(=C21)N2CCC(CC2)NC(C2=CC=CC=C2)=O (N-{1-[5-(1-methyl-1H-pyrazol-4-yl)-1H-pyrrolo[2,3-d]pyrimidin-4-yl]-4-piperidinyl}benzamide). Reaction SMILES: [CH3:1][N:2]1[CH:6]=[C:5]([C:7]2[C:15]3[C:14]([N:16]4[CH2:21][CH2:20][CH:19]([NH:22][C:23](=[O:30])[C:24]5[CH:29]=[CH:28][CH:27]=[CH:26][CH:25]=5)[CH2:18][CH2:17]4)=[N:13][CH:12]=[N:11][C:10]=3[N:9](S(C3C=CC=CC=3)(=O)=O)[CH:8]=2)[CH:4]=[N:3]1.C(=O)([O-])[O-].[Cs+].[Cs+].CCOC(C)=O.O>CO.C1COCC1>[CH3:1][N:2]1[CH:6]=[C:5]([C:7]2[C:15]3[C:10]([NH:11][CH:12]=[N:13][C:14]=3[N:16]3[CH2:21][CH2:20][CH:19]([NH:22][C:23](=[O:30])[C:24]4[CH:29]=[CH:28][CH:27]=[CH:26][CH:25]=4)[CH2:18][CH2:17]3)=[N:9][CH:8]=2)[CH:4]=[N:3]1 |f:1.2.3|. Reported procedure: N-{1-[5-(1-methyl-1H-pyrazol-4-yl)-7-(phenylsulfonyl)-7H-pyrrolo[2,3-d]pyrimidin-4-yl]-4-piperidinyl}benzamide D27 (160 mg) and cesium carbonate (285 mg, 0.88 mmol) in MeOH (2 ml) and THF (4 ml) was stirred under nitrogen at room temperature for 1 hour. EtOAc was added followed by water and the aqueous layer was extracted with EtOAc. The combined extracts were washed with brine, dried over MgSO4 and concentrated to give crude product. This was purified by TLC preparation eluting with EtOAc to gi... The reagents and catalysts are [Pd] (Pd/C). Reaction SMILES: [CH:1]1([O:5][C:6]([N:8]2[CH2:13][CH2:12][N:11]([C:14](=[O:36])[C@@H:15]([NH:25]C(OCC3C=CC=CC=3)=O)[CH2:16][CH2:17][C:18]([O:20][C:21]([CH3:24])([CH3:23])[CH3:22])=[O:19])[CH2:10][CH2:9]2)=[O:7])[CH2:4][CH2:3][CH2:2]1>C(OCC)(=O)C.[Pd]>[CH:1]1([O:5][C:6]([N:8]2[CH2:13][CH2:12][N:11]([C:14](=[O:36])[C@@H:15]([NH2:25])[CH2:16][CH2:17][C:18]([O:20][C:21]([CH3:22])([CH3:23])[CH3:24])=[O:19])[CH2:10][CH2:9]2)=[O:7])[CH2:4][CH2:3][CH2:2]1. Procedure: To a solution of 11.1 g 4-((S)-2-Benzyloxycarbonylamino-4-tert-butoxycarbonyl-butyryl)-piperazine-1-carboxylic acid cyclobutyl ester in 80 ml ethyl acetate were added 0.6 g Pd/C (10%) and the suspension stirred under an atmosphere of hydrogen (3 bar) for 12 h. The reaction mixture was filtrated over a plug of Celite, washed with ethanol and concentrated to give the crude product which was used in the subsequent reaction. Yield: 7.2 g. Run in C(C)(=O)OCC (ethyl acetate). Reaction conditions: time 12 hour. The product is C1(CCC1)OC(=O)N1CCN(CC1)C([C@H](CCC(=O)OC(C)(C)C)N)=O (4-((S)-2-Amino-4-tert-butoxycarbonyl-butyryl)-piperazine-1-carboxylic acid cyclobutyl ester). Starting materials: C1(CCC1)OC(=O)N1CCN(CC1)C([C@H](CCC(=O)OC(C)(C)C)NC(=O)OCC1=CC=CC=C1)=O (4-((S)-2-Benzyloxycarbonylamino-4-tert-butoxycarbonyl-butyryl)-piperazine-1-carboxylic acid cyclobutyl ester). Solvent: ClCCl (dichloromethane), C(Cl)Cl (DCM). The product is ClC=1C=C(C=C(C1)C(F)(F)F)C1(CC(=NO1)C1=CC(=C(C=C1)C(=O)N1CNC(C1)=O)C)C(F)(F)F (1-[(4-[5-[3-chloro-5-(trifluoromethyl)phenyl]-5-(trifluoromethyl)-4,5-dihydro-1,2-oxazol-3-yl]-2-methylphenyl)carbonyl]imidazolidin-4-one). Procedure: Into a 100-mL round-bottom flask, was placed 4-[5-[3-chloro-5-(trifluoromethyl)phenyl]-5-(trifluoromethyl)-4,5-dihydro-1,2-oxazol-3-yl]-2-methylbenzoic acid (452 mg, 1.00 mmol, 1.00 equiv), dichloromethane (50 mL), EDCI (384 mg, 2.00 mmol, 2.00 equiv), HOBt (270 mg, 2.00 mmol, 2.00 equiv), TEA (303 mg, 2.99 mmol, 3.00 equiv), imidazolidin-4-one hydrochloride (135 mg, 1.10 mmol, 1.00 equiv). The resulting solution was stirred overnight at room temperature. The resulting solution was diluted with ... Starting materials: Cl.N1CNC(C1)=O (imidazolidin-4-one hydrochloride), ClC=1C=C(C=C(C1)C(F)(F)F)C1(CC(=NO1)C1=CC(=C(C(=O)O)C=C1)C)C(F)(F)F (4-[5-[3-chloro-5-(trifluoromethyl)phenyl]-5-(trifluoromethyl)-4,5-dihydro-1,2-oxazol-3-yl]-2-methylbenzoic acid), TEA, CCN=C=NCCCN(C)C (EDCI), C=1C=CC2=C(C1)N=NN2O (HOBt). As a reaction SMILES: [Cl:1][C:2]1[CH:3]=[C:4]([C:12]2([C:27]([F:30])([F:29])[F:28])[O:16][N:15]=[C:14]([C:17]3[CH:25]=[CH:24][C:20]([C:21]([OH:23])=O)=[C:19]([CH3:26])[CH:18]=3)[CH2:13]2)[CH:5]=[C:6]([C:8]([F:11])([F:10])[F:9])[CH:7]=1.CCN=C=NCCCN(C)C.C1C=CC2N(O)N=NC=2C=1.Cl.[NH:53]1[CH2:57][C:56](=[O:58])[NH:55][CH2:54]1>C(Cl)Cl>[Cl:1][C:2]1[CH:3]=[C:4]([C:12]2([C:27]([F:30])([F:28])[F:29])[O:16][N:15]=[C:14]([C:17]3[CH:25]=[CH:24][C:20]([C:21]([N:53]4[CH2:57][C:56](=[O:58])[NH:55][CH2:54]4)=[O:23])=[C:19]([CH3:26])[CH:18]=3)[CH2:13]2)[CH:5]=[C:6]([C:8]([F:11])([F:9])[F:10])[CH:7]=1 |f:3.4|. Conditions: time 8 hour. The reactants are CC(C)OC(=O)/N=N/C(=O)OC(C)C (DIAD), OC1=CC(=C(C=C1)OCC(=O)OCC)C (ethyl [(4-hydroxy-2-methylphenyl)oxy]acetate), C(C)OC[C@H](O)C1=CC=CC(=N1)C1=CC=C(C#N)C=C1 (4-{6-[(1R)-2-(ethyloxy)-1-hydroxyethyl]-2-pyridinyl}benzonitrile), C1(=CC=CC=C1)P(C1=CC=CC=C1)C1=CC=CC=C1 (triphenylphosphine). Run in C(Cl)Cl (DCM), C(Cl)Cl (DCM). Conditions: temperature 0 celsius, time 2 hour. Yields the product C(#N)C1=CC=C(C=C1)C1=CC=CC(=N1)[C@@H](COCC)OC1=CC(=C(C=C1)OCC(=O)OCC)C (Ethyl [(4-{[(1S)-1-[6-(4-cyanophenyl)-2-pyridinyl]-2-(ethyloxy)ethyl]oxy}-2-methylphenyl)oxy]acetate). Yield: 62.0%. RXN SMILES: [OH:1][C:2]1[CH:7]=[CH:6][C:5]([O:8][CH2:9][C:10]([O:12][CH2:13][CH3:14])=[O:11])=[C:4]([CH3:15])[CH:3]=1.[CH2:16]([O:18][CH2:19][C@@H:20]([C:22]1[N:27]=[C:26]([C:28]2[CH:35]=[CH:34][C:31]([C:32]#[N:33])=[CH:30][CH:29]=2)[CH:25]=[CH:24][CH:23]=1)O)[CH3:17].C1(P(C2C=CC=CC=2)C2C=CC=CC=2)C=CC=CC=1.CC(OC(/N=N/C(OC(C)C)=O)=O)C>C(Cl)Cl>[C:32]([C:31]1[CH:34]=[CH:35][C:28]([C:26]2[N:27]=[C:22]([C@H:20]([O:1][C:2]3[CH:7]=[CH:6][C:5]([O:8][CH2:9][C:10]([O:12][CH2:13][CH3:14])=[O:11])=[C:4]([CH3:15])[CH:3]=3)[CH2:19][O:18][CH2:16][CH3:17])[CH:23]=[CH:24][CH:25]=2)=[CH:29][CH:30]=1)#[N:33]. Procedure: A stirred mixture of ethyl [(4-hydroxy-2-methylphenyl)oxy]acetate (664 mg, 3.16 mmol), 4-{6-[(1R)-2-(ethyloxy)-1-hydroxyethyl]-2-pyridinyl}benzonitrile (719 mg, 2.68 mmol) and triphenylphosphine (857 mg, 3.27 mmol) in dry DCM (35 mL) was cooled to 0° C. under nitrogen. DIAD (633 μL, 3.21 mmol) was added dropwise over 10 min, and the reaction mixture stirred at 0° C. for a further 2 h. DCM (120 mL) was added to the reaction mixture, washed with aq 1M NaOH (50 mL) and water (100 mL), dried (Na2SO4... Starting materials: C(C)#N (acetonitrile), ClCCC1OC2=C(C(N(C1)C)=O)C=C(C=C2)C(F)(F)F (2-(2-chloroethyl)-2,3-dihydro-4-methyl-7-(trifluoromethyl)-1,4-benzoxazepine-5(4H)-one), P12(=S)SP3(=S)SP(=S)(S1)SP(=S)(S2)S3 (phosphorus pentasulfide). Solvent: C1(=CC=CC=C1)C (toluene). Yields the product ClCCC1OC2=C(C(N(C1)C)=S)C=C(C=C2)C(F)(F)F (2-(2-Chloroethyl)-2,3-dihydro-4-methyl-7-(trifluoromethyl)-1,4-benzoxazepine-5(4H)-thione). As a reaction SMILES: C(#N)C.[Cl:4][CH2:5][CH2:6][CH:7]1[CH2:13][N:12]([CH3:14])[C:11](=O)[C:10]2[CH:16]=[C:17]([C:20]([F:23])([F:22])[F:21])[CH:18]=[CH:19][C:9]=2[O:8]1.P12(SP3(SP(SP(S3)(S1)=S)(=S)S2)=S)=[S:25]>C1(C)C=CC=CC=1>[Cl:4][CH2:5][CH2:6][CH:7]1[CH2:13][N:12]([CH3:14])[C:11](=[S:25])[C:10]2[CH:16]=[C:17]([C:20]([F:23])([F:22])[F:21])[CH:18]=[CH:19][C:9]=2[O:8]1. Reported procedure: To 30 ml of acetonitrile was added 1.25 g (0.004 mole) of 2-(2-chloroethyl)-2,3-dihydro-4-methyl-7-(trifluoromethyl)-1,4-benzoxazepine-5(4H)-one and 0.92 g (0.002 mole) of phosphorus pentasulfide and the reaction mixture heated to reflux for 4 hr. After cooling, 30-40 ml of toluene was added and the mixture filtered. The filtrate was washed with 3×50 ml of saturated potassium carbonate, charcoaled, filtered, and concentrated by rotary evaporation. The residue was crystallized from isopropyl ethe... Starting materials: O=C(Cl)Cl, ClCCl, CC(C)(C)[Si](C)(C)OCC(N)CCO, c1ccncc1. Product: CC(C)(C)[Si](C)(C)OCC1CCOC(=O)N1. As a reaction SMILES: [Cl:21][C:22]([Cl:23])=[O:24].[Cl:25][CH2:26][Cl:27].[NH2:1][CH:2]([CH2:3][CH2:4][OH:5])[CH2:6][O:7][Si:8]([CH3:9])([CH3:10])[C:11]([CH3:12])([CH3:13])[CH3:14].[cH:15]1[cH:16][cH:17][n:18][cH:19][cH:20]1>>[NH:1]1[CH:2]([CH2:6][O:7][Si:8]([CH3:9])([CH3:10])[C:11]([CH3:12])([CH3:13])[CH3:14])[CH2:3][CH2:4][O:5][C:22]1=[O:24]. Starting materials: CN(C)C=O, O=C(Cl)C(=O)Cl, C1CCOC1, CCCSc1sc(C(=O)O)c2c1-c1nc(-c3ccccc3)sc1CC2. The product is CCCSc1sc(C(N)=O)c2c1-c1nc(-c3ccccc3)sc1CC2. As a reaction SMILES: [CH3:32][N:33]([CH3:34])[CH:35]=[O:36].[Cl:26][C:27]([C:28]([Cl:29])=[O:30])=[O:31].[O:37]1[CH2:38][CH2:39][CH2:40][CH2:41]1.[c:1]1(-[c:7]2[s:8][c:9]3[c:10]([n:11]2)-[c:12]2[c:13]([c:16]([C:23](=[O:24])[OH:25])[s:17][c:18]2[S:19][CH2:20][CH2:21][CH3:22])[CH2:14][CH2:15]3)[cH:2][cH:3][cH:4][cH:5][cH:6]1>>[c:1]1(-[c:7]2[s:8][c:9]3[c:10]([n:11]2)-[c:12]2[c:13]([c:16]([C:23](=[O:24])[NH2:33])[s:17][c:18]2[S:19][CH2:20][CH2:21][CH3:22])[CH2:14][CH2:15]3)[cH:2][cH:3][cH:4][cH:5][cH:6]1.